From a dataset of the Open Reaction Database (ORD), a public repository of structured organic reaction records. describe an organic reaction: reactants, conditions, products, and yield The reactants are C(C1=CC=CC=C1)=O (benzaldehyde), Cl.NO (hydroxylamine hydrochloride), C([O-])([O-])=O.[Na+].[Na+] (sodium carbonate). Run in CO (methanol). Reaction conditions: time 5 hour. The product is C(C1=CC=CC=C1)=NO (benzaldehyde oxime). Isolated yield 99.2%. RXN SMILES: [CH:1](=O)[C:2]1[CH:7]=[CH:6][CH:5]=[CH:4][CH:3]=1.Cl.[NH2:10][OH:11].C(=O)([O-])[O-].[Na+].[Na+]>CO>[CH:1](=[N:10][OH:11])[C:2]1[CH:7]=[CH:6][CH:5]=[CH:4][CH:3]=1 |f:1.2,3.4.5|. Procedure details: 10.6 g of benzaldehyde, 7.0 g of hydroxylamine hydrochloride and 14.0 g of sodium carbonate were added to 200 ml of methanol and then stirred for 5 hours at normal temperature. The reaction mixture was filtered and then methanol was distilled off under reduced pressure from the filtrate to obtain 12.0 g (Yield 99%) of the title compound (III-1) as a white solid. The product is [N+](=O)([O-])C1=C(C=CC=C1)O (Nitrophenol). The solvent is CN(C)C=O (DMF). Procedure: In a 50 mL polystyrene cartridge, to an amino polystyrene resin (1 g, 1.2 mmol) in DMF (15 mL) were added 4-hydroxy-3-nitrobenzoic acid (1a) (1 g, 5.46 mmol), HOBt (1 g, 7.4 mmol), and DIC (1,3-diisopropylcarbodiimide, 1 mL, 6.4 mmol). After overnight shaking, the reaction mixture was washed with DMF (20 mL, 5 times), methylene chloride, and methanol (20 mL, 5 times each). To remove any undesirable side product, DMF (5 mL) and piperidine (0.5 mL) were added to the cartridge and allowed to shake ... The reactants are polystyrene, amino polystyrene resin, OC1=C(C=C(C(=O)O)C=C1)[N+](=O)[O-] (4-hydroxy-3-nitrobenzoic acid), C=1C=CC2=C(C1)N=NN2O (HOBt), CC(N=C=NC(C)C)C (DIC). RXN SMILES: [OH:1][C:2]1[CH:10]=[CH:9][C:5](C(O)=O)=[CH:4][C:3]=1[N+:11]([O-:13])=[O:12].C1C=CC2N(O)N=NC=2C=1.CC(C)N=C=NC(C)C>CN(C=O)C>[N+:11]([C:3]1[CH:4]=[CH:5][CH:9]=[CH:10][C:2]=1[OH:1])([O-:13])=[O:12]. Run at time 8 hour. Reactants: BrC1=CC=C(C=C1)C(CN1N=CN=C1)=O (1-(4-bromophenyl)-2-(1H-1,2,4-triazol-1-yl) ethanone), SCCO (2-mercaptoethanol), C1(=CC=C(C=C1)S(=O)(=O)O)C (p-toluenesulfonic acid). The solvent is C1(=CC=CC=C1)C (toluene), C(CCC)O (1-butanol). The product is BrC1=CC=C(C=C1)C1(OCCS1)CN1N=CN=C1 (1-[[2-(4-bromophenyl)-1,3-oxathiolan-2-yl]methyl]-1H-1,2,4-triazole). Isolated yield 15.3%. RXN SMILES: [Br:1][C:2]1[CH:7]=[CH:6][C:5]([C:8](=[O:15])[CH2:9][N:10]2[CH:14]=[N:13][CH:12]=[N:11]2)=[CH:4][CH:3]=1.[SH:16][CH2:17][CH2:18]O.C1(C)C=CC(S(O)(=O)=O)=CC=1>C1(C)C=CC=CC=1.C(O)CCC>[Br:1][C:2]1[CH:7]=[CH:6][C:5]([C:8]2([CH2:9][N:10]3[CH:14]=[N:13][CH:12]=[N:11]3)[S:16][CH2:17][CH2:18][O:15]2)=[CH:4][CH:3]=1. Procedure details: To a slurry of 27.8 g 1-(4-bromophenyl)-2-(1H-1,2,4-triazol-1-yl) ethanone in 350 ml dry toluene and 175 ml 1-butanol were added 15.6 g 2-mercaptoethanol and 24.7 g p-toluenesulfonic acid. The mixture was refluxed under a Dean-Stark trap for 50 hours. After cooling, a white solid was removed by filtration and the filtrate evaporated. The residue was taken up in chloroform and washed twice with 10% aqueous sodium hydroxide and once with water. The organic layer was dried, filtered and evaporated ...